Task: describe an organic reaction: reactants, conditions, products, and yield. Dataset: the Open Reaction Database (ORD), a public repository of structured organic reaction records The reactants are ClC1=C(C=C(C(=C1)F)[N+](=O)[O-])F (1-chloro-2,5-difluoro-4-nitrobenzene), NCC(=O)[O-].[Na+] (sodium glycinate). The solvent is C(C)O (ethanol), O (water). Yields the product [Na+].ClC=1C(=CC(=C(C1)NCC(=O)[O-])[N+](=O)[O-])F (N-(5′-Chloro-4′-fluoro-2′-nitrophenyl)glycine sodium salt). The yield is 58.4%. As a reaction SMILES: [Cl:1][C:2]1[CH:7]=[C:6](F)[C:5]([N+:9]([O-:11])=[O:10])=[CH:4][C:3]=1[F:12].[NH2:13][CH2:14][C:15]([O-:17])=[O:16].[Na+:18]>C(O)C.O>[Na+:18].[Cl:1][C:2]1[C:3]([F:12])=[CH:4][C:5]([N+:9]([O-:11])=[O:10])=[C:6]([NH:13][CH2:14][C:15]([O-:17])=[O:16])[CH:7]=1 |f:1.2,5.6|. Procedure: To a stirred solution of 1-chloro-2,5-difluoro-4-nitrobenzene (0.825 g, 4.26 mmol) in ethanol (8.0 mL), was added a solution of sodium glycinate (0.415 g, 4.27 mmol) in water (1.5 mL). The resulting suspension was refluxed for 60 h. The solution was cooled to room temperature and the precipitated bright orange solid was filtered, washed with cold ethanol (5 mL), and dried under vacuum to give 0.673 g (64%) title compound as a bright orange powder; 1H NMR (DMSO-d6) δ 3.50 (d, 2H, J=3.6 Hz), 7.04 ... Reactants: resultant mixture, C1(=CC=CC=C1)CC(=O)NC1[C@@H]2N(C(=C(CS2)C=2SC3=C(N2)C=CC=C3)C(=S)OC(C3=CC=CC=C3)C3=CC=CC=C3)C1=O (diphenylmethyl 7-phenylacetamido-3-(benzothiazol-2-yl)thio-3-cephem-4-carboxylate), N1=CC=CC=C1 (pyridine), P(Cl)(Cl)(Cl)(Cl)Cl (phosphorus pentachloride), CO (methanol). The solvent is C(Cl)Cl (methylene chloride). Run at temperature -15 celsius, time 3 hour. Product: NC1[C@@H]2N(C(=C(CS2)C=2SC3=C(N2)C=CC=C3)C(=S)OC(C3=CC=CC=C3)C3=CC=CC=C3)C1=O (diphenylmethyl 7-amino-3-(benzothiazol-2-yl)thio-3-cephem-4-carboxylate). RXN SMILES: C1(CC([NH:10][CH:11]2[C:43](=[O:44])[N:13]3[C:14]([C:27]([O:29][CH:30]([C:37]4[CH:42]=[CH:41][CH:40]=[CH:39][CH:38]=4)[C:31]4[CH:36]=[CH:35][CH:34]=[CH:33][CH:32]=4)=[S:28])=[C:15]([C:18]4[S:19][C:20]5[CH:26]=[CH:25][CH:24]=[CH:23][C:21]=5[N:22]=4)[CH2:16][S:17][C@H:12]23)=O)C=CC=CC=1.N1C=CC=CC=1.P(Cl)(Cl)(Cl)(Cl)Cl.CO>C(Cl)Cl>[NH2:10][CH:11]1[C:43](=[O:44])[N:13]2[C:14]([C:27]([O:29][CH:30]([C:37]3[CH:38]=[CH:39][CH:40]=[CH:41][CH:42]=3)[C:31]3[CH:36]=[CH:35][CH:34]=[CH:33][CH:32]=3)=[S:28])=[C:15]([C:18]3[S:19][C:20]4[CH:26]=[CH:25][CH:24]=[CH:23][C:21]=4[N:22]=3)[CH2:16][S:17][C@H:12]12. Reported procedure: 557 mg of diphenylmethyl 7-phenylacetamido-3-(benzothiazol-2-yl)thio-3-cephem-4-carboxylate were dissolved in 6 ml of methylene chloride, and the resulting solution was then cooled to -15° C. Afterward, to the cooled solution were added 0.16 ml of pyridine and 268 mg of phosphorus pentachloride, followed by stirring the resultant mixture at -5° C. for 1 hour and 30 minutes. Next, the mixture was cooled to -20° C., and 2.1 ml of methanol were then added thereto. The resulting solution was stirred... The reactants are Fc1ccc2sc(Br)nc2c1, COC(=O)Cc1ccc(N)c(Cl)c1, Cc1ccc(S(=O)(=O)[O-])cc1, Cc1ccccc1C, c1cc[nH+]cc1. The product is COC(=O)Cc1ccc(Nc2nc3cc(F)ccc3s2)c(Cl)c1. As a reaction SMILES: [Br:1][c:2]1[s:3][c:4]2[c:5]([n:6]1)[cH:7][c:8]([F:11])[cH:9][cH:10]2.[NH2:12][c:13]1[c:14]([Cl:24])[cH:15][c:16]([CH2:19][C:20](=[O:21])[O:22][CH3:23])[cH:17][cH:18]1.[c:25]1([CH3:26])[cH:27][cH:28][c:29]([S:30]([O-:31])(=[O:32])=[O:33])[cH:34][cH:35]1.[c:42]1([CH3:43])[c:44]([CH3:45])[cH:46][cH:47][cH:48][cH:49]1.[nH+:36]1[cH:37][cH:38][cH:39][cH:40][cH:41]1>>[c:2]1([NH:12][c:13]2[c:14]([Cl:24])[cH:15][c:16]([CH2:19][C:20](=[O:21])[O:22][CH3:23])[cH:17][cH:18]2)[s:3][c:4]2[c:5]([n:6]1)[cH:7][c:8]([F:11])[cH:9][cH:10]2.